Task: describe an organic reaction: reactants, conditions, products, and yield. Dataset: the Open Reaction Database (ORD), a public repository of structured organic reaction records The reactants are C=CCOC(=O)N1C(C=O)CC(C(C)(C)C)C1O[SiH](C)C, CCOCC, C1CCOC1, C[Mg+], [Cl-], [I-], Ic1ncn2ccsc12, [NH4+]. The product is C=CCOC(=O)N1C(C(O)c2ncn3ccsc23)CC(C(C)(C)C)C1O[SiH](C)C. RXN SMILES: [CH2:18]([CH:19]=[CH2:20])[O:21][C:22](=[O:23])[N:24]1[CH:25]([O:35][SiH:36]([CH3:37])[CH3:38])[CH:26]([C:31]([CH3:32])([CH3:33])[CH3:34])[CH2:27][CH:28]1[CH:29]=[O:30].[CH2:1]([O:2][CH2:3][CH3:4])[CH3:5].[CH2:41]1[O:42][CH2:43][CH2:44][CH2:45]1.[CH3:7][Mg+:8].[Cl-:39].[I-:6].[I:9][c:10]1[n:11][cH:12][n:13]2[c:14]1[s:15][cH:16][cH:17]2.[NH4+:40]>>[c:10]1([CH:29]([CH:28]2[N:24]([C:22]([O:21][CH2:18][CH:19]=[CH2:20])=[O:23])[CH:25]([O:35][SiH:36]([CH3:37])[CH3:38])[CH:26]([C:31]([CH3:32])([CH3:33])[CH3:34])[CH2:27]2)[OH:30])[n:11][cH:12][n:13]2[c:14]1[s:15][cH:16][cH:17]2.